Dataset: the Open Reaction Database (ORD), a public repository of structured organic reaction records. Task: describe an organic reaction: reactants, conditions, products, and yield The reactants are C(CCCCCCCCC)C1=CC=C(CNC2=CC=C(C(=O)OCC)C=C2)C=C1 (Ethyl p-{[(p-decyl)benzyl]amino}benzoate), Cl (hydrochloric acid), [OH-].[K+] (potassium hydroxide), C(C)O (ethanol). Run in O (water). Yields the product C(CCCCCCCCC)C1=CC=C(CNC2=CC=C(C(=O)O)C=C2)C=C1 (p-{[(p-Decyl)benzyl]amino}benzoic Acid). Reaction SMILES: [CH2:1]([C:11]1[CH:29]=[CH:28][C:14]([CH2:15][NH:16][C:17]2[CH:27]=[CH:26][C:20]([C:21]([O:23]CC)=[O:22])=[CH:19][CH:18]=2)=[CH:13][CH:12]=1)[CH2:2][CH2:3][CH2:4][CH2:5][CH2:6][CH2:7][CH2:8][CH2:9][CH3:10].[OH-].[K+].C(O)C.Cl>O>[CH2:1]([C:11]1[CH:29]=[CH:28][C:14]([CH2:15][NH:16][C:17]2[CH:27]=[CH:26][C:20]([C:21]([OH:23])=[O:22])=[CH:19][CH:18]=2)=[CH:13][CH:12]=1)[CH2:2][CH2:3][CH2:4][CH2:5][CH2:6][CH2:7][CH2:8][CH2:9][CH3:10] |f:1.2|. Procedure details: A mixture of 10 g. of ethyl p-{[(p-decyl)benzyl]amino}benzoate (prepared as described in Example 58) and 2.84 g. of potassium hydroxide in 90 ml. of 95% ethanol is refluxed for 5 hours. Concentrated hydrochloric acid is added and the mixture diluted with 100 ml. of water. Filtration gives crystals which are washed with water to give a crude product. Recrystallization from ethanol gives white crystals, m.p. 135°-136° C.